From a dataset of the Open Reaction Database (ORD), a public repository of structured organic reaction records. describe an organic reaction: reactants, conditions, products, and yield The reactants are CCBr, [H-], [Na+], [Na], CN(C)C=O, O=S(=O)(O)c1ccc2ccc(O)cc2c1. The product is [Na], CCOc1ccc2ccc(S(=O)(=O)O)cc2c1. Reaction SMILES: [Br:19][CH2:20][CH3:21].[H-:1].[Na+:2].[Na:18].[O:22]=[CH:23][N:24]([CH3:25])[CH3:26].[OH:3][c:4]1[cH:5][cH:6][c:7]2[cH:8][cH:9][c:10]([S:14](=[O:15])(=[O:16])[OH:17])[cH:11][c:12]2[cH:13]1>>[Na:18].[O:3]([c:4]1[cH:5][cH:6][c:7]2[cH:8][cH:9][c:10]([S:14](=[O:15])(=[O:16])[OH:17])[cH:11][c:12]2[cH:13]1)[CH2:20][CH3:21]. The reactants are [Al+3], CCOC(=O)c1cn(Cc2ccccc2)nc1OCc1cccc(OCc2nc(-c3ccco3)oc2C)c1, CCOC(C)=O, [H-], [H-], [H-], [H-], [Li+], [Na+], [Na+], C1CCOC1, O, O, O, O, O, O, O, O, O, O, O=S(=O)([O-])[O-]. Product: Cc1oc(-c2ccco2)nc1COc1cccc(COc2nn(Cc3ccccc3)cc2CO)c1. Reaction SMILES: [Al+3:40].[CH2:1]([c:2]1[cH:3][cH:4][cH:5][cH:6][cH:7]1)[n:8]1[n:9][c:10]([O:18][CH2:19][c:20]2[cH:21][c:22]([O:26][CH2:27][c:28]3[n:29][c:30](-[c:34]4[o:35][cH:36][cH:37][cH:38]4)[o:31][c:32]3[CH3:33])[cH:23][cH:24][cH:25]2)[c:11]([C:13](=[O:14])[O:15][CH2:16][CH3:17])[cH:12]1.[CH3:67][CH2:68][O:69][C:70](=[O:71])[CH3:72].[H-:39].[H-:42].[H-:43].[H-:44].[Li+:41].[Na+:60].[Na+:61].[O:62]1[CH2:63][CH2:64][CH2:65][CH2:66]1.[OH2:45].[OH2:46].[OH2:47].[OH2:48].[OH2:49].[OH2:50].[OH2:51].[OH2:52].[OH2:53].[OH2:54].[S:55]([O-:56])([O-:57])(=[O:58])=[O:59]>>[CH2:1]([c:2]1[cH:3][cH:4][cH:5][cH:6][cH:7]1)[n:8]1[n:9][c:10]([O:18][CH2:19][c:20]2[cH:21][c:22]([O:26][CH2:27][c:28]3[n:29][c:30](-[c:34]4[o:35][cH:36][cH:37][cH:38]4)[o:31][c:32]3[CH3:33])[cH:23][cH:24][cH:25]2)[c:11]([CH2:13][OH:14])[cH:12]1. RXN SMILES: [C:1]([OH:11])(=[O:10])[CH:2]=[CH:3][C:4]1[CH:9]=[CH:8][CH:7]=[CH:6][CH:5]=1.[NH3:12]>>[NH2:12][C@H:2]([C:1]([OH:11])=[O:10])[CH2:3][C:4]1[CH:5]=[CH:6][CH:7]=[CH:8][CH:9]=1. The product is N[C@@H](CC1=CC=CC=C1)C(=O)O (phenylalanine). Reactants: C(C=CC1=CC=CC=C1)(=O)O (cinnamic acid), N (ammonia). Procedure details: Phenylalanine can be produced by adding cinnamic acid and an ammonia generator to the culture medium during cultivation. Alternatively, phenylalanine may be produced by dissolving or suspending the microbial cells (live or treated cells) in an aqueous medium containing cinnamic acid and an ammonia generator and allowing the solution or suspension to stand (with stirring when desired) while maintaining the temperature at a suitable level between 10° and 70° C.